Dataset: the Open Reaction Database (ORD), a public repository of structured organic reaction records. Task: describe an organic reaction: reactants, conditions, products, and yield Starting materials: O=C([O-])O, CO, [Na+], CCCCCCCCCCCCCCOC(=O)COCC(=O)O. The product is CCCCCCCCCCCCCC[Na], O=C(O)COCC(=O)O. RXN SMILES: [C:1](=[O:2])([OH:3])[O-:4].[CH3:29][OH:30].[Na+:5].[O:6]([CH2:7][C:8](=[O:9])[OH:10])[CH2:11][C:12](=[O:13])[O:14][CH2:15][CH2:16][CH2:17][CH2:18][CH2:19][CH2:20][CH2:21][CH2:22][CH2:23][CH2:24][CH2:25][CH2:26][CH2:27][CH3:28]>>[Na:5][CH2:15][CH2:16][CH2:17][CH2:18][CH2:19][CH2:20][CH2:21][CH2:22][CH2:23][CH2:24][CH2:25][CH2:26][CH2:27][CH3:28].[O:6]([CH2:7][C:8](=[O:9])[OH:10])[CH2:11][C:12](=[O:13])[OH:14].